The task is: describe an organic reaction: reactants, conditions, products, and yield. This data is from the Open Reaction Database (ORD), a public repository of structured organic reaction records. The reactants are C(#N)[BH3-].[Na+] (sodium cyanoboro-hydride), [OH-].[K+] (KOH), Cl.CN (methylamine hydrochloride), C(=O)(OCC)N1CC(C(C(C1)C)=O)C (1-carbethoxy-3,5-dimethyl-4-piperidinone). Run in CO (methanol), CO (methanol). Conditions: temperature 10 celsius, time 45 minute. Yields the product CNC1C(CN(CC1C)C(=O)OCC)C (4-methylamino-1-carbethoxy-3,5-dimethylpiperidine). Reaction SMILES: [OH-].[K+].Cl.CN.[C:6]([N:11]1[CH2:16][CH:15]([CH3:17])[C:14](=O)[CH:13]([CH3:19])[CH2:12]1)([O:8][CH2:9][CH3:10])=[O:7].[C:20]([BH3-])#[N:21].[Na+]>CO>[CH3:20][NH:21][CH:14]1[CH:15]([CH3:17])[CH2:16][N:11]([C:6]([O:8][CH2:9][CH3:10])=[O:7])[CH2:12][CH:13]1[CH3:19] |f:0.1,2.3,5.6|. Procedure: Powdered KOH (0.92 g, 16.44 mmol) was added in portions to the stirred solution of methylamine hydrochloride (1.11 g, 16.44 mmol) in methanol (20 ml) at 0-5° C. and 1-carbethoxy-3,5-dimethyl-4-piperidinone (2.2 g, 1.1 mmol),obtained by a procedure as described in Example 25 (Step-1), was added in portions to it. The resulting reaction mixture was stirred for 45 min at 10° C. and a solution of sodium cyanoboro-hydride (0.7 g, 1.1 mmol) in methanol (5 ml) was added dropwise to it. Cooling was remo... The reactants are O=C([O-])[O-], CN(C)C=O, C=C(CBr)c1ccccc1OCc1ccc(Cl)cc1Cl, [K+], [K+], c1nc[nH]n1. Product: C=C(Cn1cncn1)c1ccccc1OCc1ccc(Cl)cc1Cl. Reaction SMILES: [C:6](=[O:7])([O-:8])[O-:9].[CH3:32][N:33]([CH3:34])[CH:35]=[O:36].[Cl:12][c:13]1[c:14]([CH2:15][O:16][c:17]2[c:18]([C:23](=[CH2:24])[CH2:25][Br:26])[cH:19][cH:20][cH:21][cH:22]2)[cH:27][cH:28][c:29]([Cl:31])[cH:30]1.[K+:10].[K+:11].[nH:1]1[n:2][cH:3][n:4][cH:5]1>>[n:1]1([CH2:25][C:23]([c:18]2[c:17]([O:16][CH2:15][c:14]3[c:13]([Cl:12])[cH:30][c:29]([Cl:31])[cH:28][cH:27]3)[cH:22][cH:21][cH:20][cH:19]2)=[CH2:24])[n:2][cH:3][n:4][cH:5]1.